Dataset: the Open Reaction Database (ORD), a public repository of structured organic reaction records. Task: describe an organic reaction: reactants, conditions, products, and yield Reaction SMILES: [B:16]([Br:17])([Br:18])[Br:19].[CH3:1][O:2][C:3](=[O:4])[c:5]1[cH:6][c:7]([F:15])[n:8][c:9]2[cH:10][cH:11][cH:12][cH:13][c:14]12.[Cl:20][CH2:21][Cl:22]>>[O:2]=[C:3]([OH:4])[c:5]1[cH:6][c:7]([F:15])[n:8][c:9]2[cH:10][cH:11][cH:12][cH:13][c:14]12. The product is O=C(O)c1cc(F)nc2ccccc12. Reactants: BrB(Br)Br, COC(=O)c1cc(F)nc2ccccc12, ClCCl. Starting materials: [Al+3], [H-], [H-], [H-], [H-], [Li+], NC(=O)C1Oc2ccccc2O1, C1CCOC1, O. The product is NCC1Oc2ccccc2O1. Reaction SMILES: [Al+3:14].[H-:13].[H-:16].[H-:17].[H-:18].[Li+:15].[O:1]1[CH:2]([C:10](=[O:11])[NH2:12])[O:3][c:4]2[c:5]1[cH:6][cH:7][cH:8][cH:9]2.[O:20]1[CH2:21][CH2:22][CH2:23][CH2:24]1.[OH2:19]>>[O:1]1[CH:2]([CH2:10][NH2:12])[O:3][c:4]2[c:5]1[cH:6][cH:7][cH:8][cH:9]2.